From a dataset of the Open Reaction Database (ORD), a public repository of structured organic reaction records. describe an organic reaction: reactants, conditions, products, and yield The reactants are C(N)(=N)C1=CC=C(C=C1)N1C(OC(C1)CN1CCN(CC1)CCC(=O)OCC)=O (ethyl 3-(4-(3-(4-amidinophenyl)-2-oxo-5-oxazolidinylmethyl)-1-piperazinyl)propionate), [OH-].[Na+] (NaOH), O1CCOCC1 (dioxane). The solvent is O (water). Conditions: time 5 hour. The product is C(N)(=N)C1=CC=C(C=C1)N1C(OC(C1)CN1CCN(CC1)CCC(=O)O)=O (3-(4-(3-(4-amidinophenyl)-2-oxo-5oxazolidinylmethyl)-1-piperazinyl)propionic acid). RXN SMILES: [C:1]([C:4]1[CH:9]=[CH:8][C:7]([N:10]2[CH2:14][CH:13]([CH2:15][N:16]3[CH2:21][CH2:20][N:19]([CH2:22][CH2:23][C:24]([O:26]CC)=[O:25])[CH2:18][CH2:17]3)[O:12][C:11]2=[O:29])=[CH:6][CH:5]=1)(=[NH:3])[NH2:2].[OH-].[Na+].O1CCOCC1>O>[C:1]([C:4]1[CH:5]=[CH:6][C:7]([N:10]2[CH2:14][CH:13]([CH2:15][N:16]3[CH2:17][CH2:18][N:19]([CH2:22][CH2:23][C:24]([OH:26])=[O:25])[CH2:20][CH2:21]3)[O:12][C:11]2=[O:29])=[CH:8][CH:9]=1)(=[NH:2])[NH2:3] |f:1.2|. Reported procedure: A mixture of 1 g of ethyl 3-(4-(3-(4-amidinophenyl)-2-oxo-5-oxazolidinylmethyl)-1-piperazinyl)propionate, 0.2 g of NaOH, 8 ml of dioxane and 2 ml of water is stirred at 20° for 5 hours. After acidification and conventional work-up, 3-(4-(3-(4-amidinophenyl)-2-oxo-5oxazolidinylmethyl)-1-piperazinyl)propionic acid m.p. 269°, is obtained